The task is: describe an organic reaction: reactants, conditions, products, and yield. This data is from the Open Reaction Database (ORD), a public repository of structured organic reaction records. Reactants: C(C)N1[C@@H](CCC1)C(=O)OCC (Ethyl (-)-(S)-1-ethyl-2-pyrrolidinecarboxylate), N (NH3), stainless steel, 3. The solvent is CO (MeOH). Conditions: temperature 50 celsius. Yields the product C(C)N1[C@@H](CCC1)C(=O)N ((-)-(S)-1-Ethyl-2-pyrrolidinecarboxamide). RXN SMILES: [CH2:1]([N:3]1[CH2:7][CH2:6][CH2:5][C@H:4]1[C:8]([O:10]CC)=O)[CH3:2].[NH3:13]>CO>[CH2:1]([N:3]1[CH2:7][CH2:6][CH2:5][C@H:4]1[C:8]([NH2:13])=[O:10])[CH3:2]. Reported procedure: Ethyl (-)-(S)-1-ethyl-2-pyrrolidinecarboxylate (3.4 g, 0.02 mol) was added to a cooled solution of MeOH (10 ml) and liquid NH3 (10 ml) in a stainless steel reaction bottle containing 3 g of 3 A molecular sieves. The bottle was heated at 50° C. for 20 h. After cooling the solvent was allowed to evaporate. The product was dissolved in dry MeOH, filtered and the filtrate was evaporated under reduced pressure to give the title compound as white crystals in a quantitative yield (2.8 g). Solvent: C(C)O (ethanol). As a reaction SMILES: [C:1]12[C:7](=[CH:8][CH:9]=[CH:10][CH:11]=1)[NH:6]C(=O)[O:4][C:2]2=O.[NH2:13][N:14]1[CH2:19][CH2:18][O:17][CH2:16][CH2:15]1.C(=O)=O>C(O)C>[NH2:6][C:7]1[CH:8]=[CH:9][CH:10]=[CH:11][C:1]=1[C:2]([NH:13][N:14]1[CH2:19][CH2:18][O:17][CH2:16][CH2:15]1)=[O:4]. The product is NC1=C(C(=O)NN2CCOCC2)C=CC=C1 (2-amino-N-morpholinobenzamide). The reactants are C1=2C(=O)OC(NC1=CC=CC2)=O (isatoic anhydride), NN1CCOCC1 (4-amino-morpholine), C(=O)=O (carbon dioxide). Reaction conditions: temperature 70 celsius. Procedure: 33 g isatoic anhydride are suspended in 200 cc ethanol heated to 70° C.; 20.5 g 4-amino-morpholine are slowly added thereto. After completion of the addition, the temperature is maintained at the same level until carbon dioxide is no longer evolved. The ethanol is partly removed (100 cc) and the reaction product is crystallized by addition of 100 cc benzene. It may be purified by recrystallization from a benzene-ethanol mixture. M.P.=172° C. RXN SMILES: [CH2:1]([O:8]CC1C=CC=CC=1)[C:2]1C=CC=[CH:4][CH:3]=1.[CH2:16]([SH:18])C.B(F)(F)F.C[CH2:24][O:25][CH2:26][CH3:27]>C(Cl)Cl>[CH3:24][O:25][C:26]1[CH:27]=[C:1]([OH:8])[CH:2]=[CH:3][C:4]=1[S:18][CH3:16] |f:2.3|. Starting materials: C(C)S (ethanethiol), B(F)(F)F.CCOCC (BF3.OEt2), C(C1=CC=CC=C1)OCC1=CC=CC=C1 (benzylether). Solvent: C(Cl)Cl (DCM). Product: COC=1C=C(C=CC1SC)O (3-Methoxy-4-(methylsulfanyl)phenol). Reported procedure: The benzylether from stage (iii) (9.27 g, 39.5 mmol) was dissolved in DCM (5 mL), ethanethiol (5 mL) and BF3.OEt2 (5 mL, 39.5 mol) were then added at room temperature under a nitrogen atmosphere. The mixture was stirred overnight before the reaction was quenched with 2M HCl and stirred for a further 30 min. The mixture was then basified by the addition of 2M NaOH until pH 10 was attained. The mixture was then washed with EtOAc (3×50 mL). The aqueous layer was re-acidified by the addition of 2M H... Reaction conditions: time 8 hour. Isolated yield 28.0%. Starting materials: COC=1C=C(C=CC1OC)C=1C=CC2=NC=C3C(=C2N1)N(C(N3)=O)C=3C(=NN(C3)C)C (8-(3,4-dimethoxy-phenyl)-1-(1,3-dimethyl-1H-pyrazol-4-yl)-1,3-dihydro-1,3,5,9-tetraaza-cyclopenta[a]naphthalen-2-one), [H-].[Na+] (NaH), ICC (iodoethane). Solvent: CN(C)C=O (DMF). Reaction conditions: time 25 minute. Yields the product COC=1C=C(C=CC1OC)C=1C=CC2=NC=C3C(=C2N1)N(C(N3CC)=O)C=3C(=NN(C3)C)C (8-(3,4-Dimethoxy-phenyl)-1-(1,3-dimethyl-1H-pyrazol-4-yl)-3-ethyl-1,3-dihydro-1,3,5,9-tetraaza-cyclopenta[a]naphthalen-2-one). RXN SMILES: [CH3:1][O:2][C:3]1[CH:4]=[C:5]([C:11]2[CH:12]=[CH:13][C:14]3[C:19]([N:20]=2)=[C:18]2[N:21]([C:25]4[C:26]([CH3:31])=[N:27][N:28]([CH3:30])[CH:29]=4)[C:22](=[O:24])[NH:23][C:17]2=[CH:16][N:15]=3)[CH:6]=[CH:7][C:8]=1[O:9][CH3:10].[H-].[Na+].I[CH2:35][CH3:36]>CN(C=O)C>[CH3:1][O:2][C:3]1[CH:4]=[C:5]([C:11]2[CH:12]=[CH:13][C:14]3[C:19]([N:20]=2)=[C:18]2[N:21]([C:25]4[C:26]([CH3:31])=[N:27][N:28]([CH3:30])[CH:29]=4)[C:22](=[O:24])[N:23]([CH2:35][CH3:36])[C:17]2=[CH:16][N:15]=3)[CH:6]=[CH:7][C:8]=1[O:9][CH3:10] |f:1.2|. Procedure details: A mixture of 8-(3,4-dimethoxy-phenyl)-1-(1,3-dimethyl-1H-pyrazol-4-yl)-1,3-dihydro-1,3,5,9-tetraaza-cyclopenta[a]naphthalen-2-one (Example 249, 50 mg, 0.120 mmol) and NaH 55% (8 mg, 0.183 mmol) in DMF was stirred at rt for 25 min. Then iodoethane (0.015 ml, 0.186 mmol) was added and the RM was stirred at rt for 5.5 h. After that, the RM was quenched with saturated aqueous NaHCO3, the suspension was then filtered, the cake was washed with water and dried in the vacuum oven to give the title compo... Starting materials: COC(=O)CN, CO, ClCCl, Cl, CC(NC(=O)Cc1cc(F)cc(F)c1)C(=O)O. Yields the product COC(=O)CNC(=O)C(C)NC(=O)Cc1cc(F)cc(F)c1. As a reaction SMILES: [CH3:19][O:20][C:21]([CH2:22][NH2:23])=[O:24].[CH3:25][OH:26].[Cl:27][CH2:28][Cl:29].[ClH:18].[F:1][c:2]1[cH:3][c:4]([CH2:9][C:10](=[O:11])[NH:12][CH:13]([CH3:14])[C:15](=[O:16])[OH:17])[cH:5][c:6]([F:8])[cH:7]1>>[F:1][c:2]1[cH:3][c:4]([CH2:9][C:10](=[O:11])[NH:12][CH:13]([CH3:14])[C:15](=[O:17])[NH:23][CH2:22][C:21]([O:20][CH3:19])=[O:24])[cH:5][c:6]([F:8])[cH:7]1. Product: C1(=CC=CC=C1)S(=O)(=O)N1N=CC2=C(C=C(C=C12)[Sn](C)(C)C)NC(=O)C=1OC=CC1 (N-[1-(Phenylsulfonyl)-6-(trimethylstannanyl)-1H-indazol-4-yl]-2-furancarboxamide). Conditions: time 1 hour. Starting materials: O1C(=CC=C1)C(=O)Cl (2-Furancarbonyl chloride), C1(=CC=CC=C1)S(=O)(=O)N1N=CC=2C(=CC(=CC12)[Sn](C)(C)C)N (1-(phenylsulfonyl)-6-(trimethylstannanyl)-1H-indazol-4-amine), Cl (HCl). Procedure details: 2-Furancarbonyl chloride (0.199 ml) was added to a stirred solution of 1-(phenylsulfonyl)-6-(trimethylstannanyl)-1H-indazol-4-amine (580 mg) in pyridine (10 ml) at RT. The mixture was stirred for 1 h. After this time, the mixture was acidified with 5 N HCl and extracted into ether (2×40 ml). The combined extracts were washed with aq sodium bicarbonate (20 ml), water (50 ml), dried (frit) and evaporated to dryness. The residual oil was purified on a 20 g Si isolute cartridge using ether as the el... Run in N1=CC=CC=C1 (pyridine). Reaction SMILES: [O:1]1[CH:5]=[CH:4][CH:3]=[C:2]1[C:6](Cl)=[O:7].[C:9]1([S:15]([N:18]2[C:26]3[CH:25]=[C:24]([Sn:27]([CH3:30])([CH3:29])[CH3:28])[CH:23]=[C:22]([NH2:31])[C:21]=3[CH:20]=[N:19]2)(=[O:17])=[O:16])[CH:14]=[CH:13][CH:12]=[CH:11][CH:10]=1.Cl>N1C=CC=CC=1>[C:9]1([S:15]([N:18]2[C:26]3[C:21](=[C:22]([NH:31][C:6]([C:2]4[O:1][CH:5]=[CH:4][CH:3]=4)=[O:7])[CH:23]=[C:24]([Sn:27]([CH3:29])([CH3:28])[CH3:30])[CH:25]=3)[CH:20]=[N:19]2)(=[O:17])=[O:16])[CH:10]=[CH:11][CH:12]=[CH:13][CH:14]=1. Reaction SMILES: [C:1]([CH3:2])(=[O:3])[c:4]1[cH:5][c:6]([NH2:14])[c:7]([S:10](=[O:11])(=[O:12])[NH2:13])[cH:8][cH:9]1.[CH3:21][CH2:22][O:23][C:24](=[O:25])[CH3:26].[CH:15]([CH3:16])([CH3:17])[N:18]=[C:19]=[S:20]>>[C:1]([CH3:2])(=[O:3])[c:4]1[cH:5][c:6]2[c:7]([cH:8][cH:9]1)[S:10](=[O:11])(=[O:12])[N:13]=[C:19]([NH:18][CH:15]([CH3:16])[CH3:17])[NH:14]2. Yields the product CC(=O)c1ccc2c(c1)NC(NC(C)C)=NS2(=O)=O. The reactants are CC(=O)c1ccc(S(N)(=O)=O)c(N)c1, CCOC(C)=O, CC(C)N=C=S.